Dataset: the Open Reaction Database (ORD), a public repository of structured organic reaction records. Task: describe an organic reaction: reactants, conditions, products, and yield The reactants are C(C1=CC=CC=C1)N1C(N2[C@@H](SC[C@H]2C1O)C1=CC=CC=C1)=O (6-benzyl-7-hydroxy-3-phenyl-(3S, 7aR)-perhydroimidazo[1,5-C][1,3]thiazol-5-one), ( 6 ), C[Si](OC1(C=C)CC=CC=C1)(C)C (1-trimethylsilyloxy styrene), B(F)(F)F.CCOCC (borontrifluoride etherate). Run in ClCCl (dichloromethane), CCOCC (ether). Run at temperature 0 celsius. Product: C(C1=CC=CC=C1)N1C(N2[C@@H](SC[C@H]2[C@@H]1CC(=O)C1=CC=CC=C1)C1=CC=CC=C1)=O (2-[6-benzyl-5-oxo-3-phenyl-(3S, 7S, 7aR)-perhydroimidazo[1,5-C][1,3]thiazol-7-yl]-1-phenyl-1-ethanone), ( 7a ). The yield is 98.0%. Reaction SMILES: [CH2:1]([N:8]1[CH:15](O)[C@H:14]2[N:10]([C@H:11]([C:17]3[CH:22]=[CH:21][CH:20]=[CH:19][CH:18]=3)[S:12][CH2:13]2)[C:9]1=[O:23])[C:2]1[CH:7]=[CH:6][CH:5]=[CH:4][CH:3]=1.C[Si](C)(C)O[C:27]1([CH:34]=[CH:33][CH:32]=[CH:31][CH2:30]1)[CH:28]=[CH2:29].B(F)(F)F.CC[O:43]CC>ClCCl.CCOCC>[CH2:1]([N:8]1[C@@H:15]([CH2:29][C:28]([C:27]2[CH:34]=[CH:33][CH:32]=[CH:31][CH:30]=2)=[O:43])[C@H:14]2[N:10]([C@H:11]([C:17]3[CH:18]=[CH:19][CH:20]=[CH:21][CH:22]=3)[S:12][CH2:13]2)[C:9]1=[O:23])[C:2]1[CH:7]=[CH:6][CH:5]=[CH:4][CH:3]=1 |f:2.3|. Procedure details: To a solution of compound 6-benzyl-7-hydroxy-3-phenyl-(3S, 7aR)-perhydroimidazo[1,5-C][1,3]thiazol-5-one of formula (6) (0.326 parts, 1 mmol) in dichloromethane (10 parts) was added 1-trimethylsilyloxy styrene (0.384 parts, 2 mmol). Then the solution was cooled to 0° C, and Lewis acid for example borontrifluoride etherate (BF3.Et2O) (0.142 parts, 1 mmol) was added drop wise. The reaction mixture was stirred at 0° C. for 10 mints, and the reaction mixture was quenched with saturated ammonium chlo...